From a dataset of the Open Reaction Database (ORD), a public repository of structured organic reaction records. describe an organic reaction: reactants, conditions, products, and yield Product: Nc1cccc(Nc2cc(Nc3ccc(Br)cc3F)ncn2)c1. As a reaction SMILES: [Br:1][c:2]1[cH:3][c:4]([F:30])[c:5]([NH:8][c:9]2[cH:10][c:11]([NH:15][c:16]3[cH:17][c:18]([NH:22][C:23](=[O:24])[O:25][C:26]([CH3:27])([CH3:28])[CH3:29])[cH:19][cH:20][cH:21]3)[n:12][cH:13][n:14]2)[cH:6][cH:7]1.[ClH:31].[O:32]1[CH2:33][CH2:34][O:35][CH2:36][CH2:37]1>>[Br:1][c:2]1[cH:3][c:4]([F:30])[c:5]([NH:8][c:9]2[cH:10][c:11]([NH:15][c:16]3[cH:17][c:18]([NH2:22])[cH:19][cH:20][cH:21]3)[n:12][cH:13][n:14]2)[cH:6][cH:7]1. The reactants are CC(C)(C)OC(=O)Nc1cccc(Nc2cc(Nc3ccc(Br)cc3F)ncn2)c1, Cl, C1COCCO1. The reactants are [H-].[Na+] (NaH), FC1=CC=C(C=C1)C=1OC=C(N1)CO[C@H]1C[C@H](CCC1)OCC1=C(C(=O)OC)C(=CC=C1)C (Methyl cis-2-(3-(2-(4-fluorophenyl)oxazol-4-ylmethoxy)cyclohexyloxymethyl)-6-methylbenzoate), OCC1(COCOC1)CO (5-hydroxymethyl-1,3-dioxan-5-ylmethanol), FC1=CC=C(C=C1)C=1OC=C(N1)CI (2-(4-Fluorophenyl)-4-iodomethyloxazole). Solvent: paraffin, CN(C)C=O (DMF). Run at time 1 hour. Yields the product FC1=CC=C(C=C1)C=1OC=C(N1)COCC1(COCOC1)CO (5-(2-(4-Fluorophenyl)oxazol-4-ylmethoxymethyl)-1,3-dioxan-5-ylmethanol). RXN SMILES: [OH:1][CH2:2][C:3]1([CH2:9][OH:10])[CH2:8][O:7][CH2:6][O:5][CH2:4]1.[F:11][C:12]1[CH:17]=[CH:16][C:15]([C:18]2[O:19][CH:20]=[C:21]([CH2:23]I)[N:22]=2)=[CH:14][CH:13]=1.[H-].[Na+].FC1C=CC(C2OC=C(CO[C@@H]3CCC[C@H](OCC4C=CC=C(C)C=4C(OC)=O)C3)N=2)=CC=1>CN(C=O)C>[F:11][C:12]1[CH:13]=[CH:14][C:15]([C:18]2[O:19][CH:20]=[C:21]([CH2:23][O:1][CH2:2][C:3]3([CH2:9][OH:10])[CH2:8][O:7][CH2:6][O:5][CH2:4]3)[N:22]=2)=[CH:16][CH:17]=1 |f:2.3|. Procedure: 1.0 g (6.7 mmol) of 5-hydroxymethyl-1,3-dioxan-5-ylmethanol and 0.5 g (16.5 mmol) of 2 were dissolved in 20 ml of dry DMF. 300 mg of 55% NaH in paraffin oil were added, and the mixture was then stirred at room temperature for 1 hour. Work-up was carried out analogously to the synthesis of compound 5b. This gave 28 as a white amorphous solid. TLC (n-heptane/ethyl acetate 1:2). Rf=0.4. C16H18FNO5 (323.33) MS(ESI) 324.2 (M+H+). Methyl 2-{5-[2-(4-fluorophenyl)oxazol-4-ylmethoxymethyl]-1,3-dioxan-5-y... Yields the product ClC=1C=C(C=CC1Cl)SC(CN1C=NC=C1)CCC1=CC=CC=C1 (1-[2-(3,4-dichlorophenylthio)-4-phenylbutyl]imidazole). Reactants: Cl.ClC(CN1C=NC=C1)CCC1=CC=CC=C1 (1-(2-chloro-4-phenylbutyl)imidazole hydrochloride), ClC=1C=C(C=CC1Cl)S (3,4-dichlorothiophenol), C([O-])([O-])=O.[K+].[K+] (potassium carbonate). As a reaction SMILES: Cl.Cl[CH:3]([CH2:10][CH2:11][C:12]1[CH:17]=[CH:16][CH:15]=[CH:14][CH:13]=1)[CH2:4][N:5]1[CH:9]=[CH:8][N:7]=[CH:6]1.[Cl:18][C:19]1[CH:20]=[C:21]([SH:26])[CH:22]=[CH:23][C:24]=1[Cl:25].C(=O)([O-])[O-].[K+].[K+]>CC(C)=O>[Cl:18][C:19]1[CH:20]=[C:21]([S:26][CH:3]([CH2:10][CH2:11][C:12]2[CH:17]=[CH:16][CH:15]=[CH:14][CH:13]=2)[CH2:4][N:5]2[CH:9]=[CH:8][N:7]=[CH:6]2)[CH:22]=[CH:23][C:24]=1[Cl:25] |f:0.1,3.4.5|. Procedure details: A mixture of 600 mg. of 1-(2-chloro-4-phenylbutyl)imidazole hydrochloride, 1.2 g. of 3,4-dichlorothiophenol and 800 mg. of potassium carbonate in 40 ml. of acetone was stirred and refluxed for 4 hours. The solvent was evaporated under vacuum and 50 ml. of water was added. The resulting mixture was extracted with ether and the ether extract was washed with saturated sodium chloride solution, dried and evaporated to afford 1-[2-(3,4-dichlorophenylthio)-4-phenylbutyl]imidazole as an oil. This mater... Solvent: CC(=O)C (acetone). Reactants: O=C(O)c1cccc(Br)c1, O=C([O-])[O-], CCOC(=O)c1ccc(B(O)O)cc1, COCCOC, [Cs+], [Cs+], [Pd], c1ccc(P(c2ccccc2)c2ccccc2)cc1, c1ccc(P(c2ccccc2)c2ccccc2)cc1, c1ccc(P(c2ccccc2)c2ccccc2)cc1, c1ccc(P(c2ccccc2)c2ccccc2)cc1. The product is CCOC(=O)c1ccc(-c2cccc(C(=O)O)c2)cc1. RXN SMILES: [Br:1][c:2]1[cH:3][c:4]([C:5](=[O:6])[OH:7])[cH:8][cH:9][cH:10]1.[C:25](=[O:26])([O-:27])[O-:28].[CH2:11]([CH3:12])[O:13][C:14](=[O:15])[c:16]1[cH:17][cH:18][c:19]([B:22]([OH:23])[OH:24])[cH:20][cH:21]1.[CH3:31][O:32][CH2:33][CH2:34][O:35][CH3:36].[Cs+:29].[Cs+:30].[Pd:37].[c:38]1([P:39]([c:40]2[cH:41][cH:42][cH:43][cH:44][cH:45]2)[c:46]2[cH:47][cH:48][cH:49][cH:50][cH:51]2)[cH:52][cH:53][cH:54][cH:55][cH:56]1.[c:57]1([P:58]([c:59]2[cH:60][cH:61][cH:62][cH:63][cH:64]2)[c:65]2[cH:66][cH:67][cH:68][cH:69][cH:70]2)[cH:71][cH:72][cH:73][cH:74][cH:75]1.[c:76]1([P:77]([c:78]2[cH:79][cH:80][cH:81][cH:82][cH:83]2)[c:84]2[cH:85][cH:86][cH:87][cH:88][cH:89]2)[cH:90][cH:91][cH:92][cH:93][cH:94]1.[c:95]1([P:96]([c:97]2[cH:98][cH:99][cH:100][cH:101][cH:102]2)[c:103]2[cH:104][cH:105][cH:106][cH:107][cH:108]2)[cH:109][cH:110][cH:111][cH:112][cH:113]1>>[c:2]1(-[c:19]2[cH:18][cH:17][c:16]([C:14]([O:13][CH2:11][CH3:12])=[O:15])[cH:21][cH:20]2)[cH:3][c:4]([C:5](=[O:6])[OH:7])[cH:8][cH:9][cH:10]1. The reactants are C1(=CC=CC=C1)C1=NN=C(O1)C1=C(C(=O)O)C=CC=C1 (2-(5-phenyl-1,3,4-oxadiazole-2-yl) benzoic acid), C(C1=CC=C(C=C1)OC)(=O)Cl (p-anisoyl chloride). Yields the product C(C1=CC=C(C=C1)OC)C1=NN=C(O1)C1=C(C(=O)O)C=CC=C1 (2-[5-(4-Anisyl)-1,3,4-oxadiazole-2-yl] benzoic acid). RXN SMILES: C1([C:7]2[O:11][C:10]([C:12]3[CH:20]=[CH:19][CH:18]=[CH:17][C:13]=3[C:14]([OH:16])=[O:15])=[N:9][N:8]=2)C=CC=CC=1.[C:21](Cl)(=O)[C:22]1[CH:27]=[CH:26][C:25]([O:28][CH3:29])=[CH:24][CH:23]=1>>[CH2:21]([C:7]1[O:11][C:10]([C:12]2[CH:20]=[CH:19][CH:18]=[CH:17][C:13]=2[C:14]([OH:16])=[O:15])=[N:9][N:8]=1)[C:22]1[CH:27]=[CH:26][C:25]([O:28][CH3:29])=[CH:24][CH:23]=1. Reported procedure: The same procedure is used as that for the preparation of 2-(5-phenyl-1,3,4-oxadiazole-2-yl) benzoic acid, Example 7, Method IIIb. The quantities of reagents used differ and p-anisoyl chloride was used in place of benzoyl chloride. Reactants: C1(=CC=CC=C1)C1=NC=C(C=N1)C=1N=C(NC1)C1CCNCC1 (2-phenyl-5-(2-(piperidin-4-yl)-1H-imidazol-4-yl)pyrimidine), ClC1=CC=CN=[N+]1[O-] (6-chloropyridazine 1-oxide). As a reaction SMILES: [C:1]1([C:7]2[N:12]=[CH:11][C:10]([C:13]3[N:14]=[C:15]([CH:18]4[CH2:23][CH2:22][NH:21][CH2:20][CH2:19]4)[NH:16][CH:17]=3)=[CH:9][N:8]=2)[CH:6]=[CH:5][CH:4]=[CH:3][CH:2]=1.Cl[C:25]1[N+:30]([O-])=[N:29][CH:28]=[CH:27][CH:26]=1>CS(C)=O.O>[C:1]1([C:7]2[N:12]=[CH:11][C:10]([C:13]3[N:14]=[C:15]([CH:18]4[CH2:23][CH2:22][N:21]([C:28]5[N:29]=[N:30][CH:25]=[CH:26][CH:27]=5)[CH2:20][CH2:19]4)[NH:16][CH:17]=3)=[CH:9][N:8]=2)[CH:2]=[CH:3][CH:4]=[CH:5][CH:6]=1. The solvent is O (water), CS(=O)C (dimethylsulfoxide). Procedure: The title compound is prepared in a similar manner described above using Buchwald-Hartwig amination conditions or as described in PCT International Application 2006/058338, 1 Jun. 2006. In this case, a solution consisting of 2-phenyl-5-(2-(piperidin-4-yl)-1H-imidazol-4-yl)pyrimidine and 6-chloropyridazine 1-oxide (preparation of this reagent can be found in PCT International Application 2007/106670, 20 Sep. 2007 and Chemical and Pharmaceutical Bulletin, 1963, 11, 261-263) in dimethylsulfoxide is... Yields the product C1(=CC=CC=C1)C1=NC=C(C=N1)C=1N=C(NC1)C1CCN(CC1)C=1N=NC=CC1 (3-(4-(4-(2-phenylpyrimidin-5-yl)-1H-imidazol-2-yl)piperidin-1-yl)pyridazine). Reactants: C(C)ON=C(C(=O)O)C1=NSC(=N1)N (2-Ethoxyimino-2-(5-amino-1,2,4-thiadiazol-3-yl)-acetic acid), O.O.Cl.[Cl-].NC1[C@@H]2N(C(=C(CS2)C[N+]2=CC=CC=C2)C(=O)O)C1=O (1-[(7-amino-4-carboxy-3-cephem-3-yl)methyl]pyridinium chloride hydrochloride dihydrate), [OH-].[Na+] (sodium hydroxide). The solvent is O (water). Run at time 5 minute. Product: CC(=O)C.C(C)ON=C(C(=O)NC1[C@@H]2N(C(=C(CS2)C[N+]2=CC=CC=C2)C(=O)[O-])C1=O)C1=NSC(=N1)N (7-[2-ethoxyimino-2-(5-amino-1,2,4-thiadiazol-3-yl)acetamido]-3-(1-pyridiniomethyl)-3-cephem-4-carboxylate acetone). Isolated yield 138.5%. As a reaction SMILES: [CH2:1]([O:3][N:4]=[C:5]([C:9]1[N:13]=[C:12]([NH2:14])[S:11][N:10]=1)[C:6]([OH:8])=O)[CH3:2].O.O.Cl.[Cl-].[NH2:19][CH:20]1[C:37](=[O:38])[N:22]2[C:23]([C:34]([OH:36])=[O:35])=[C:24]([CH2:27][N+:28]3[CH:33]=[CH:32][CH:31]=[CH:30][CH:29]=3)[CH2:25][S:26][C@H:21]12.[OH-].[Na+]>O>[CH3:9][C:5]([CH3:6])=[O:35].[CH2:1]([O:3][N:4]=[C:5]([C:9]1[N:13]=[C:12]([NH2:14])[S:11][N:10]=1)[C:6]([NH:19][CH:20]1[C:37](=[O:38])[N:22]2[C:23]([C:34]([O-:36])=[O:35])=[C:24]([CH2:27][N+:28]3[CH:29]=[CH:30][CH:31]=[CH:32][CH:33]=3)[CH2:25][S:26][C@H:21]12)=[O:8])[CH3:2] |f:1.2.3.4.5,6.7,9.10|. Procedure details: 2-Ethoxyimino-2-(5-amino-1,2,4-thiadiazol-3-yl)-acetic acid (syn isomer)(11.4 g) and 1-[(7-amino-4-carboxy-3-cephem-3-yl)methyl]pyridinium chloride hydrochloride dihydrate (24 g) were reacted according to a similar manner to that of Example 1. To the reaction mixture was added water (300 ml) and the mixture was adjusted to pH 1.5 with an aqueous solution of sodium hydroxide and subjected to column chromatography on a non-ionic adsorption resin Diaion HP-20 (960 ml). After the column was washed w...